This data is from the Open Reaction Database (ORD), a public repository of structured organic reaction records. The task is: describe an organic reaction: reactants, conditions, products, and yield The reactants are O=C1CCC(=O)N1Br, CCC1(CC)Oc2ccccc2C(O)C1Br, CCC1(CC)C=Cc2ccccc2O1, CCOCC, [K+], [OH-]. The product is CCC1(CC)Oc2ccccc2C2OC21. RXN SMILES: [Br:15][N:16]1[C:17](=[O:18])[CH2:19][CH2:20][C:21]1=[O:22].[Br:23][CH:24]1[CH:25]([OH:38])[c:26]2[c:27]([cH:34][cH:35][cH:36][cH:37]2)[O:28][C:29]1([CH2:30][CH3:31])[CH2:32][CH3:33].[CH2:1]([C:2]1([CH2:3][CH3:4])[O:5][c:6]2[cH:7][cH:8][cH:9][cH:10][c:11]2[CH:12]=[CH:13]1)[CH3:14].[CH3:41][CH2:42][O:43][CH2:44][CH3:45].[K+:40].[OH-:39]>>[CH:24]12[CH:25]([c:26]3[c:27]([cH:34][cH:35][cH:36][cH:37]3)[O:28][C:29]1([CH2:30][CH3:31])[CH2:32][CH3:33])[O:38]2.